This data is from the Open Reaction Database (ORD), a public repository of structured organic reaction records. The task is: describe an organic reaction: reactants, conditions, products, and yield Starting materials: ClC1=NC=CC(=N1)C=1C(=NN2C1C=CC=C2)C=2C=C(C=CC2)NC(C2=C(C=CC=C2F)F)=O (N-{3-[3-(2-chloro-4-pyrimidinyl)pyrazolo[1,5-a]pyridin-2-yl]phenyl}-2,6-difluorobenzamide), Cl (HCl), C(C)(C)O (isopropanol), NC1=CC2=C(N=CCO2)C=C1 (7-amino-2H1,4-benzoxazin). Yields the product FC1=C(C(=O)NC2=CC(=CC=C2)C2=NN3C(C=CC=C3)=C2C2=NC(=NC=C2)NC2=CC3=C(NC(CO3)=O)C=C2)C(=CC=C1)F (2,6-Difluoro-N-[3-(3-{2-[(3-oxo-3,4-dihydro-2H-1,4-benzoxazin-7-yl)amino]-4-pyrimidinyl}pyrazolo[1,5-a]pyridin-2-yl)phenyl]benzamide). RXN SMILES: Cl[C:2]1[N:7]=[C:6]([C:8]2[C:9]([C:17]3[CH:18]=[C:19]([NH:23][C:24](=[O:33])[C:25]4[C:30]([F:31])=[CH:29][CH:28]=[CH:27][C:26]=4[F:32])[CH:20]=[CH:21][CH:22]=3)=[N:10][N:11]3[CH:16]=[CH:15][CH:14]=[CH:13][C:12]=23)[CH:5]=[CH:4][N:3]=1.[NH2:34][C:35]1[CH:44]=[CH:43][C:38]2[N:39]=[CH:40][CH2:41][O:42][C:37]=2[CH:36]=1.Cl.C([OH:49])(C)C>>[F:32][C:26]1[CH:27]=[CH:28][CH:29]=[C:30]([F:31])[C:25]=1[C:24]([NH:23][C:19]1[CH:20]=[CH:21][CH:22]=[C:17]([C:9]2[C:8]([C:6]3[CH:5]=[CH:4][N:3]=[C:2]([NH:34][C:35]4[CH:44]=[CH:43][C:38]5[NH:39][C:40](=[O:49])[CH2:41][O:42][C:37]=5[CH:36]=4)[N:7]=3)=[C:12]3[CH:13]=[CH:14][CH:15]=[CH:16][N:11]3[N:10]=2)[CH:18]=1)=[O:33]. Procedure details: A mixture of N-{3-[3-(2-chloro-4-pyrimidinyl)pyrazolo[1,5-a]pyridin-2-yl]phenyl}-2,6-difluorobenzamide (which may be prepared according to a procedure similar to Example 27, Step C) and 7-amino-2H1,4-benzoxazin-3(4H-one are heated in isopropanol with catalytic conc. HCl at approximately 85° C. to afford the product. ES-LCMS m/z 590 (M+H). The reactants are CCO, Fc1cc2c(cc1F)C1OC1C2. The product is OC1Cc2cc(F)c(F)cc2C1. Reaction SMILES: [CH3:13][CH2:14][OH:15].[O:1]1[CH:2]2[CH:3]1[CH2:4][c:5]1[cH:6][c:7]([F:12])[c:8]([F:11])[cH:9][c:10]12>>[OH:1][CH:3]1[CH2:2][c:10]2[c:5]([cH:6][c:7]([F:12])[c:8]([F:11])[cH:9]2)[CH2:4]1. The reactants are BrCc1ccsc1, CC(=O)Nc1ccc(NC2CCN(C(C)CCNC(=O)c3c(C)ncnc3C)CC2)cn1. Product: CC(=O)Nc1ccc(N(Cc2ccsc2)C2CCN(C(C)CCNC(=O)c3c(C)ncnc3C)CC2)cn1. RXN SMILES: [Br:33][CH2:34][c:35]1[cH:36][s:37][cH:38][cH:39]1.[C:1]([CH3:2])(=[O:3])[NH:4][c:5]1[cH:6][cH:7][c:8]([NH:11][CH:12]2[CH2:13][CH2:14][N:15]([CH:18]([CH2:19][CH2:20][NH:21][C:22](=[O:23])[c:24]3[c:25]([CH3:31])[n:26][cH:27][n:28][c:29]3[CH3:30])[CH3:32])[CH2:16][CH2:17]2)[cH:9][n:10]1>>[C:1]([CH3:2])(=[O:3])[NH:4][c:5]1[cH:6][cH:7][c:8]([N:11]([CH:12]2[CH2:13][CH2:14][N:15]([CH:18]([CH2:19][CH2:20][NH:21][C:22](=[O:23])[c:24]3[c:25]([CH3:31])[n:26][cH:27][n:28][c:29]3[CH3:30])[CH3:32])[CH2:16][CH2:17]2)[CH2:34][c:35]2[cH:36][s:37][cH:38][cH:39]2)[cH:9][n:10]1. Starting materials: C(C)(C)(C)OC(=O)N1CCN(CC1)C(=O)[C@H]1N(CCC1)C(CNC(C1=CC=C(C=C1)S(NC1=C(C=CC=C1)OC1=CC=CC=C1)(=O)=O)=O)=O (4-((S)-1-{2-[4-(2-phenoxy-phenylsulfamoyl)-benzoylamino]-acetyl}-pyrrolidine-2-carbonyl)-piperazine-1-carboxylic acid tert-butyl ester), ClCCl (dichloromethane), C(C)OCC (diethyl ether). Solvent: C(C)O (ethanol). Conditions: time 2 hour. The product is Cl.O=C(CNC(C1=CC=C(C=C1)S(NC1=C(C=CC=C1)OC1=CC=CC=C1)(=O)=O)=O)N1[C@@H](CCC1)C(=O)N1CCNCC1 (N-{2-Oxo-2-[(S)-2-(piperazine-1-carbonyl)-pyrrolidin-1-yl]-ethyl}-4-(2-phenoxy-phenylsulfamoyl)-benzamide hydrochloride). The yield is 89.0%. As a reaction SMILES: C(OC([N:8]1[CH2:13][CH2:12][N:11]([C:14]([C@@H:16]2[CH2:20][CH2:19][CH2:18][N:17]2[C:21](=[O:49])[CH2:22][NH:23][C:24](=[O:48])[C:25]2[CH:30]=[CH:29][C:28]([S:31](=[O:47])(=[O:46])[NH:32][C:33]3[CH:38]=[CH:37][CH:36]=[CH:35][C:34]=3[O:39][C:40]3[CH:45]=[CH:44][CH:43]=[CH:42][CH:41]=3)=[CH:27][CH:26]=2)=[O:15])[CH2:10][CH2:9]1)=O)(C)(C)C.C(OCC)C.[Cl:55]CCl>C(O)C>[ClH:55].[O:49]=[C:21]([N:17]1[CH2:18][CH2:19][CH2:20][C@H:16]1[C:14]([N:11]1[CH2:12][CH2:13][NH:8][CH2:9][CH2:10]1)=[O:15])[CH2:22][NH:23][C:24](=[O:48])[C:25]1[CH:26]=[CH:27][C:28]([S:31](=[O:47])(=[O:46])[NH:32][C:33]2[CH:38]=[CH:37][CH:36]=[CH:35][C:34]=2[O:39][C:40]2[CH:41]=[CH:42][CH:43]=[CH:44][CH:45]=2)=[CH:29][CH:30]=1 |f:4.5|. Procedure details: To a stirred solution of 4-((S)-1-{2-[4-(2-phenoxy-phenylsulfamoyl)-benzoylamino]-acetyl}-pyrrolidine-2-carbonyl)-piperazine-1-carboxylic acid tert-butyl ester (0.115 g, 0.166 mmol) in dichloromethane (2 mL) 9 M hydrogen chloride in ethanol (0.2 mL) was added. The reaction mixture was stirred at room temperature for 2 h, then diethyl ether (20 mL) was added, the precipitated crystals were filtered, washed with diethyl ether and dried to yield 0.089 g (89%) of the title compound. MS (EI) 592.2 (M... Reactants: C(C)OC(C1=C(C=C(C=C1)[N+](=O)[O-])F)=O (2-fluoro-4-nitrobenzoic acid ethyl ester). Reagents/catalysts: [Pt](=O)=O (platinum (IV) oxide). Solvent: CO (methyl alcohol). Product: C(C)OC(C1=C(C=C(C=C1)N)F)=O (2-Fluoro-4-aminobenzoic acid ethyl ester). RXN SMILES: [CH2:1]([O:3][C:4](=[O:15])[C:5]1[CH:10]=[CH:9][C:8]([N+:11]([O-])=O)=[CH:7][C:6]=1[F:14])[CH3:2]>CO.[Pt](=O)=O>[CH2:1]([O:3][C:4](=[O:15])[C:5]1[CH:10]=[CH:9][C:8]([NH2:11])=[CH:7][C:6]=1[F:14])[CH3:2]. Reported procedure: A solution of 2-fluoro-4-nitrobenzoic acid ethyl ester (770 mg, 3.62 mmol) in methyl alcohol (15 mL) was treated with platinum (IV) oxide (75 mg) at 40 psi of H2. After 0.5 h the reaction mixture was filtered through celite and concentrated in vacuo to give 700 mg (Y: 99%) of the title product; 1H-NMR (CDCl3): δ7.76 (t, J=8.3 Hz, 1H), 6.42 (d, J=8.5 Hz, 1H), 6.35 (d, J=12.9 Hz, 1H), 4.33 (q, J=7.1 Hz, 2H), 4.20 (bs, 2H), 1.36 (t, J=7.1 Hz, 3H); MS (DCI) m/e: 184 (MH+). The reactants are NC1CC(N(C1)C(C(=O)N)CC)=O (2-[4-amino-2-oxo-1-pyrrolidinyl]butanamide), C(OCC)(OCC)OCC (triethyl orthoformate), [N-]=[N+]=[N-].[Na+] (NaN3). Solvent: CC(=O)O (AcOH). Yields the product O=C1N(CC(C1)N1N=NN=C1)C(C(=O)N)CC (2-[2-oxo-4-(1H-tetrazol-1-yl)-1-pyrrolidinyl]butanamide). RXN SMILES: [NH2:1][CH:2]1[CH2:6][N:5]([CH:7]([CH2:11][CH3:12])[C:8]([NH2:10])=[O:9])[C:4](=[O:13])[CH2:3]1.[CH:14](OCC)(OCC)OCC.[N-:24]=[N+:25]=[N-:26].[Na+]>CC(O)=O>[O:13]=[C:4]1[CH2:3][CH:2]([N:1]2[CH:14]=[N:26][N:25]=[N:24]2)[CH2:6][N:5]1[CH:7]([CH2:11][CH3:12])[C:8]([NH2:10])=[O:9] |f:2.3|. Procedure details: Alternatively to §5.6, reaction of 2-[4-amino-2-oxo-1-pyrrolidinyl]butanamide with triethyl orthoformate, NaN3 and AcOH provided 2-[2-oxo-4-(1H-tetrazol-1-yl)-1-pyrrolidinyl]butanamide 67.